The task is: describe an organic reaction: reactants, conditions, products, and yield. This data is from the Open Reaction Database (ORD), a public repository of structured organic reaction records. The reactants are BrC1=C2C=CN(C2=CC=C1)[C@H]1[C@H](OC(C)=O)[C@@H](OC(C)=O)[C@H](OC(C)=O)[C@H](O1)COC(C)=O (4-bromo-1-(2,3,4,6-tetra-O-acetyl-β-D-glucopyranosyl)indole), ClC1=CC=C(C(=O)Cl)C=C1 (4-chlorobenzoyl chloride), Example 27. Yields the product BrC1=C2C(=CN(C2=CC=C1)[C@H]1[C@H](O)[C@@H](O)[C@H](O)[C@H](O1)CO)CC1=CC=C(C=C1)Cl (4-Bromo-3-(4-chlorophenylmethyl)-1-(β-D-glucopyranosyl)indole). RXN SMILES: [Br:1][C:2]1[CH:10]=[CH:9][CH:8]=[C:7]2[C:3]=1[CH:4]=[CH:5][N:6]2[C@@H:11]1[O:28][C@H:27]([CH2:29][O:30]C(=O)C)[C@@H:22]([O:23]C(=O)C)[C@H:17]([O:18]C(=O)C)[C@H:12]1[O:13]C(=O)C.[Cl:34][C:35]1[CH:43]=[CH:42][C:38]([C:39](Cl)=O)=[CH:37][CH:36]=1>>[Br:1][C:2]1[CH:10]=[CH:9][CH:8]=[C:7]2[C:3]=1[C:4]([CH2:39][C:38]1[CH:42]=[CH:43][C:35]([Cl:34])=[CH:36][CH:37]=1)=[CH:5][N:6]2[C@@H:11]1[O:28][C@H:27]([CH2:29][OH:30])[C@@H:22]([OH:23])[C@H:17]([OH:18])[C@H:12]1[OH:13]. Procedure details: The titled compound was prepared from 4-bromo-1-(2,3,4,6-tetra-O-acetyl-β-D-glucopyranosyl)indole obtained in Example 22-(1) and 4-chlorobenzoyl chloride in a manner similar to Example 27 as a colorless powder. APCI-Mass m/Z 482/484 (M+H). 1H-NMR (DMSO-d6) δ 3.21-3.28 (m, 1H), 3.33-3.39 (m, 3H), 3.62-3.71 (m, 2H), 4.28 (s, 2H), 4.54 (t, J=5.5 Hz, 1H), 5.11 (d, J=5.3 Hz, 1H), 5.17 (d, J=5.1 Hz, 1H), 5.23 (d, J=5.8 Hz, 1H), 5.41 (d, J=9.0 Hz, 1H), 7.04 (t, J=7.9 Hz, 1H), 7.19-7.24 (m, 3H), 7.30-7.... Reactants: [N+](=O)([O-])N1[C@H](C(=O)O)CCC1 (N-Nitroproline), FC(C(=O)OC(C(F)(F)F)=O)(F)F (Trifluoroacetic anhydride). Run in CCOCC (ether). Reaction conditions: time 16 hour. Yields the product N=1OC(=C2[N+]1CCC2)[O-] (5,6-Dihydro-4H-pyrrolo[1,2-c][1,2,3]oxadiazol-7-ium-3-olate). Reaction SMILES: [N+:1]([N:4]1[CH2:11][CH2:10][CH2:9][C@H:5]1[C:6]([OH:8])=[O:7])([O-])=O.FC(F)(F)C(OC(=O)C(F)(F)F)=O>CCOCC>[N:1]1[O:7][C:6]([O-:8])=[C:5]2[CH2:9][CH2:10][CH2:11][N+:4]=12. Procedure: N-Nitroproline (17.0 g, 118 mmol) was suspended in ether (400 ml) and cooled in ice. Trifluoroacetic anhydride (16.5 ml, 120 mmol) was then added dropwise over 30 minutes and the mixture left to warm to room temperature whilst stirring over 16 hours. The mixture was evaporated in vacuo to an oil and purified by column chromatography on silica gel using an eluant of ethyl acetate to afford the title compound, 9.8 g.